Dataset: the Open Reaction Database (ORD), a public repository of structured organic reaction records. Task: describe an organic reaction: reactants, conditions, products, and yield Starting materials: Br, Cc1ccc(S(=O)(=O)N2CCC(Sc3nc4ccccc4n3Cc3ccc(F)cc3)CC2)cc1, O, Oc1ccccc1. Yields the product Fc1ccc(Cn2c(SC3CCNCC3)nc3ccccc32)cc1. RXN SMILES: [BrH:35].[F:1][c:2]1[cH:3][cH:4][c:5]([CH2:8][n:9]2[c:10]([S:18][CH:19]3[CH2:20][CH2:21][N:22]([S:25]([c:26]4[cH:27][cH:28][c:29]([CH3:30])[cH:31][cH:32]4)(=[O:33])=[O:34])[CH2:23][CH2:24]3)[n:11][c:12]3[c:13]2[cH:14][cH:15][cH:16][cH:17]3)[cH:6][cH:7]1.[OH2:43].[OH:36][c:37]1[cH:38][cH:39][cH:40][cH:41][cH:42]1>>[F:1][c:2]1[cH:3][cH:4][c:5]([CH2:8][n:9]2[c:10]([S:18][CH:19]3[CH2:20][CH2:21][NH:22][CH2:23][CH2:24]3)[n:11][c:12]3[c:13]2[cH:14][cH:15][cH:16][cH:17]3)[cH:6][cH:7]1. Starting materials: C1(CCCC1)OC(=O)N1CCN(CC1)C1C2=C(C(=CC=3C1=NC=CC3)C(C=3N(C=NC3)C)N)C=C(C=C2)Cl (4-{6-[Amino-(3-methyl-3H-imidazol-4-yl)-methyl]-8-chloro-11H-benzo[5,6]cyclohepta[1,2-b]pyridin-11-yl}-piperazine-1-carboxylic acid cyclopentyl ester), O=C1N(C(CC1)=O)OC(OC1(CC1)C1CC1)=O (Carbonic acid bicyclopropyl-1-yl ester 2,5-dioxo-pyrrolidin-1-yl ester). The solvent is ClCCl (dichloromethane), C(C)N(CC)CC (triethyl amine). Conditions: time 18 hour. Product: C1(CCCC1)OC(=O)N1CCN(CC1)C1C2=C(C(=CC=3C1=NC=CC3)C(C=3N(C=NC3)C)NC(=O)OC3(CC3)C3CC3)C=C(C=C2)Cl (4-{6-[(Bicyclopropyl-1-yloxycarbonylamino)-(3-methyl-3H-imidazol-4-yl)-methyl]-8-chloro-11H-benzo[5,6]cyclohepta[1,2-b]pyridin-11-yl}-piperazine-1-carboxylic acid cyclopentyl ester). The yield is 67.8%. RXN SMILES: [CH:1]1([O:6][C:7]([N:9]2[CH2:14][CH2:13][N:12]([CH:15]3[C:21]4=[N:22][CH:23]=[CH:24][CH:25]=[C:20]4[CH:19]=[C:18]([CH:26]([NH2:33])[C:27]4[N:28]([CH3:32])[CH:29]=[N:30][CH:31]=4)[C:17]4[CH:34]=[C:35]([Cl:38])[CH:36]=[CH:37][C:16]3=4)[CH2:11][CH2:10]2)=[O:8])[CH2:5][CH2:4][CH2:3][CH2:2]1.O=C1CCC(=O)N1[O:46][C:47](=O)[O:48][C:49]1([CH:52]2[CH2:54][CH2:53]2)[CH2:51][CH2:50]1>ClCCl.C(N(CC)CC)C>[CH:1]1([O:6][C:7]([N:9]2[CH2:10][CH2:11][N:12]([CH:15]3[C:21]4=[N:22][CH:23]=[CH:24][CH:25]=[C:20]4[CH:19]=[C:18]([CH:26]([NH:33][C:47]([O:48][C:49]4([CH:52]5[CH2:54][CH2:53]5)[CH2:51][CH2:50]4)=[O:46])[C:27]4[N:28]([CH3:32])[CH:29]=[N:30][CH:31]=4)[C:17]4[CH:34]=[C:35]([Cl:38])[CH:36]=[CH:37][C:16]3=4)[CH2:13][CH2:14]2)=[O:8])[CH2:5][CH2:4][CH2:3][CH2:2]1. Reported procedure: 4-{6-[Amino-(3-methyl-3H-imidazol-4-yl)-methyl]-8-chloro-11H-benzo[5,6]cyclohepta[1,2-b]pyridin-11-yl}-piperazine-1-carboxylic acid cyclopentyl ester (60 mg, 0.11 mmol) was dissolved in 5 ml of dichloromethane and 0.2 ml of triethyl amine. Carbonic acid bicyclopropyl-1-yl ester 2,5-dioxo-pyrrolidin-1-yl ester (45 mg, 0.19 mmol) was added and the reaction mixture stirred for 18 hours at ambient temperature under a dry nitrogen atmosphere. The reaction mixture was washed with brine and evaporated ... The reactants are S(O)(O)(=O)=O (sulfuric acid), C=CCCCCCCCCCC (1-dodecene), C(C)#N (acetonitrile), ice water. Yields the product CC(CCCCCCCCCC)NC(C)=O (N-β-dodecylacetamide). The yield is 74.0%. RXN SMILES: S(=O)(=O)(O)[OH:2].[CH2:6]=[CH:7][CH2:8][CH2:9][CH2:10][CH2:11][CH2:12][CH2:13][CH2:14][CH2:15][CH2:16][CH3:17].[C:18](#[N:20])[CH3:19]>>[CH3:6][CH:7]([NH:20][C:18](=[O:2])[CH3:19])[CH2:8][CH2:9][CH2:10][CH2:11][CH2:12][CH2:13][CH2:14][CH2:15][CH2:16][CH3:17]. Procedure details: To 80 g (0.8 mole) 97% sulfuric acid was slowly added over a period of 1/2 hour with stirring, a mixture of 12 g acetonitrile and 34 g 1-dodecene, the temperature being maintained at 25°-30° C. with an ice-bath. The reaction mixture was stirred and cooled for an additional 2 hours, until no more heat evolved. The reaction mixture was stirred at room temperature for an additional 21/2 hours and then poured into 200 ml ice water and allowed to separate in a separatory funnel. The top layer was aga...